The task is: describe an organic reaction: reactants, conditions, products, and yield. This data is from the Open Reaction Database (ORD), a public repository of structured organic reaction records. As a reaction SMILES: [CH3:15][CH2:16][O:17][C:18](=[O:19])[CH3:20].[CH3:1][CH:2]([CH2:3][CH:4]=[O:5])[CH2:6][CH2:7][C:8](=[C:9]([CH3:10])[CH3:11])[CH3:12].[H:13][H:14].[Pd:21].[Pt:22]=[O:23]>>[CH3:1][CH:2]([CH2:3][CH:4]=[O:5])[CH2:6][CH2:7][CH:8]([CH:9]([CH3:10])[CH3:11])[CH3:12]. Starting materials: CCOC(C)=O, CC(C)=C(C)CCC(C)CC=O, [H][H], [Pd], O=[Pt]. Product: CC(CC=O)CCC(C)C(C)C. Starting materials: C1N(CCC2=CC=CC=C12)C1=NC(=C(C(=N1)OC)N)OC (2-(3,4-dihydroisoquinolin-2(1H)-yl)-4,6-dimethoxypyrimidin-5-amine), N1=CC=CC=C1 (pyridine), C(C)(C)(C)CC(=O)Cl (tert-butylacetyl chloride). Run in ClCCl (dichloromethane). Run at time 1 hour. Product: C1N(CCC2=CC=CC=C12)C1=NC(=C(C(=N1)OC)NC(CC(C)(C)C)=O)OC (N-(2-(3,4-dihydroisoquinolin-2(1H)-yl)-4,6-dimethoxypyrimidin-5-yl)-3,3-dimethylbutanamide). Isolated yield 96.1%. As a reaction SMILES: [CH2:1]1[C:10]2[C:5](=[CH:6][CH:7]=[CH:8][CH:9]=2)[CH2:4][CH2:3][N:2]1[C:11]1[N:16]=[C:15]([O:17][CH3:18])[C:14]([NH2:19])=[C:13]([O:20][CH3:21])[N:12]=1.N1C=CC=CC=1.[C:28]([CH2:32][C:33](Cl)=[O:34])([CH3:31])([CH3:30])[CH3:29]>ClCCl>[CH2:1]1[C:10]2[C:5](=[CH:6][CH:7]=[CH:8][CH:9]=2)[CH2:4][CH2:3][N:2]1[C:11]1[N:16]=[C:15]([O:17][CH3:18])[C:14]([NH:19][C:33](=[O:34])[CH2:32][C:28]([CH3:31])([CH3:30])[CH3:29])=[C:13]([O:20][CH3:21])[N:12]=1. Procedure details: To a mixture of 4c (0.219 g, 0.76 mmol) and pyridine (0.06 g, 0.76 mmol) in dichloromethane (5 ml) was added tert-butylacetyl chloride (0.102 g, 0.76 mmol). The mixture was stirred at room temperature for 1 hour. The mixture was washed with brine and extracted with ethyl acetate. The organic layer was dried over MgSO4, concentrated and chromatographed to yield the title compound (0.262 g, 0.73 mmol, 96%). 1H NMR (CDCl3, 400 MHz) δ 1.10 (s, 9H), 2.20 (s, 2H), 2.90 (t, J=5.8 Hz, 2H), 3.92 (s, 6H),... Reactants: N1C=NC=C1 (imidazole), C(#N)C1(CC1)C1(OC1)C1=CC=C(C=C1)F (2-(1-cyanocyclopropyl)-2-(4-fluorophenyl)oxirane). The solvent is C(C)#N (acetonitrile). The product is C(#N)C1(CC1)C(CN1C=NC=C1)(O)C1=CC=C(C=C1)F (1-(1-cyanocyclopropyl)-1-(4-fluorophenyl)-2 -(imidazol-1-yl)ethanol). The yield is 40.5%. Reaction SMILES: [NH:1]1[CH:5]=[CH:4][N:3]=[CH:2]1.[C:6]([C:8]1([C:11]2([C:14]3[CH:19]=[CH:18][C:17]([F:20])=[CH:16][CH:15]=3)[CH2:13][O:12]2)[CH2:10][CH2:9]1)#[N:7]>C(#N)C>[C:6]([C:8]1([C:11]([C:14]2[CH:19]=[CH:18][C:17]([F:20])=[CH:16][CH:15]=2)([OH:12])[CH2:13][N:1]2[CH:5]=[CH:4][N:3]=[CH:2]2)[CH2:9][CH2:10]1)#[N:7]. Procedure: 4 g (59 mmol) of imidazole and 2.1 g (10 mmol) of 2-(1-cyanocyclopropyl)-2-(4-fluorophenyl)oxirane (IV-2, Example 33) in 20 ml of abs. acetonitrile are heated under reflux for 8 h under a nitrogen atmosphere. After evaporation of the solvent in vacuo, the residue is taken up in ethyl acetate. The mixture is washed with water and dried over Na2SO4, and the solvent is evaporated in vacuo. Chromatographic purification on silica gel (eluent: dichloromethane containing 2% ethanol) gives 1.1 g (39% of...